The task is: describe an organic reaction: reactants, conditions, products, and yield. This data is from the Open Reaction Database (ORD), a public repository of structured organic reaction records. Starting materials: FC1=C(C(=C(C(=C1C1=C(C(=C(C(=C1F)F)F)F)F)F)F)F)F (decafluorobiphenyl), C(C#C)O (propargyl alcohol), C([O-])([O-])=O.[K+].[K+] (potassium carbonate), C1COCCOCCOCCOCCOCCO1 (18-crown-6). Solvent: C1(=CC=CC=C1)C (toluene). Product: C(C#C)OC1=C(C(=C(C(=C1F)F)C1=C(C(=C(C(=C1F)F)F)F)F)F)F (4-propargyloxynonafluorobiphenyl). Isolated yield 48.0%. Reaction SMILES: [F:1][C:2]1[C:7]([C:8]2[C:13]([F:14])=[C:12]([F:15])[C:11]([F:16])=[C:10]([F:17])[C:9]=2[F:18])=[C:6]([F:19])[C:5]([F:20])=[C:4](F)[C:3]=1[F:22].[CH2:23]([OH:26])[C:24]#[CH:25].C(=O)([O-])[O-].[K+].[K+].C1OCCOCCOCCOCCOCCOC1>C1(C)C=CC=CC=1>[CH2:23]([O:26][C:4]1[C:5]([F:20])=[C:6]([F:19])[C:7]([C:8]2[C:13]([F:14])=[C:12]([F:15])[C:11]([F:16])=[C:10]([F:17])[C:9]=2[F:18])=[C:2]([F:1])[C:3]=1[F:22])[C:24]#[CH:25] |f:2.3.4|. Reported procedure: A mixture of decafluorobiphenyl (1.67 g, 5 mmol), propargyl alcohol (0.58 ml), potassium carbonate (7.5 g), and 18-crown-6 (0.1 g) in 30 ml of toluene was stirred under reflux for 8 hours. After cooling to room temperature, 2 g of celite was added and the reaction mixture was filtered. The filtrate was evaporated on a rotavapor to remove most of the solvent and then the product was purified by preparative gas chromatography, giving 0.93 g (48%) of 4-propargyloxynonafluorobiphenyl which was used ... Starting materials: COC1=CC2=C(C(=CO2)C(=O)OC)C=C1 (Methyl 6-methoxybenzofuran-3-carboxylate), B(Br)(Br)Br (boron tribromide). Run in ClCCl (dichloromethane), ClCCl (dichloromethane). Reaction conditions: time 4 hour. Product: OC1=CC2=C(C(=CO2)C(=O)OC)C=C1 (methyl 6-hydroxybenzofuran-3-carboxylate). Reaction SMILES: C[O:2][C:3]1[CH:15]=[CH:14][C:6]2[C:7]([C:10]([O:12][CH3:13])=[O:11])=[CH:8][O:9][C:5]=2[CH:4]=1.B(Br)(Br)Br>ClCCl>[OH:2][C:3]1[CH:15]=[CH:14][C:6]2[C:7]([C:10]([O:12][CH3:13])=[O:11])=[CH:8][O:9][C:5]=2[CH:4]=1. Procedure: Methyl 6-methoxybenzofuran-3-carboxylate (498 mg, 2.42 mmol) was dissolved in dichloromethane (100 mL) then cooled to −10 C. A solution of 1M boron tribromide in dichloromethane (9.67 mL, 9.67 mmol) was added slowly via syringe. The dark purple reaction mixture was warmed to RT over 3 h then continued stirring at RT for an additional 4 h. The mixture was slowly quenched with aqueous 1N hydrochloric acid until it became colorless. The mixture was diluted with dichloromethane and washed with water... Isolated yield 80.7%. Reaction conditions: time 18 hour. Procedure: To a mixture of 0.041 g (0.09 mmole) 4-(3-chloro-phenyl)-2-[6-(piperidin-4-yloxy)-benzoimidazol-1-yl]-thiazole-5-carboxylic acid amide (I.21), 0.0135 mL of 37% aqueous formaldehyde solution, 0.0062 mL (0.11 mmole) of acetic acid and 2.1 mL of methanol-dichloromethane (2:5) was added 0.029 g (0.14 mmole) of sodium triacetoxy-borohydride. The mixture was stirred at room temperature for 18 hours. The solution was concentrated under reduced pressure. The residue was diluted with dichloromethane-ethy... The solvent is CO.ClCCl (methanol dichloromethane). Starting materials: C(C)(=O)O[BH-](OC(C)=O)OC(C)=O.[Na+] (sodium triacetoxy-borohydride), ClC=1C=C(C=CC1)C=1N=C(SC1C(=O)N)N1C=NC2=C1C=C(C=C2)OC2CCNCC2 (4-(3-chloro-phenyl)-2-[6-(piperidin-4-yloxy)-benzoimidazol-1-yl]-thiazole-5-carboxylic acid amide), C=O (formaldehyde), C(C)(=O)O (acetic acid). RXN SMILES: [Cl:1][C:2]1[CH:3]=[C:4]([C:8]2[N:9]=[C:10]([N:16]3[C:20]4[CH:21]=[C:22]([O:25][CH:26]5[CH2:31][CH2:30][NH:29][CH2:28][CH2:27]5)[CH:23]=[CH:24][C:19]=4[N:18]=[CH:17]3)[S:11][C:12]=2[C:13]([NH2:15])=[O:14])[CH:5]=[CH:6][CH:7]=1.C=O.[C:34](O)(=O)C.C(O[BH-](OC(=O)C)OC(=O)C)(=O)C.[Na+]>CO.ClCCl>[Cl:1][C:2]1[CH:3]=[C:4]([C:8]2[N:9]=[C:10]([N:16]3[C:20]4[CH:21]=[C:22]([O:25][CH:26]5[CH2:27][CH2:28][N:29]([CH3:34])[CH2:30][CH2:31]5)[CH:23]=[CH:24][C:19]=4[N:18]=[CH:17]3)[S:11][C:12]=2[C:13]([NH2:15])=[O:14])[CH:5]=[CH:6][CH:7]=1 |f:3.4,5.6|. Yields the product ClC=1C=C(C=CC1)C=1N=C(SC1C(=O)N)N1C=NC2=C1C=C(C=C2)OC2CCN(CC2)C (4-(3-chloro-phenyl)-2-[6-(1-methyl-piperidin-4-yloxy)-benzoimidazol-1-yl]-thiazole-5-carboxylic acid amide). Reactants: COC(=O)C=1NN=C(C1)OCC=1C(=NOC1C)CCCC (5-(3-butyl-5-methyl-isoxazol-4-ylmethoxy)-2H-pyrazole-3-carboxylic acid methyl ester), FC(CN)(F)F (2,2,2-trifluoroethylamine). Product: FC(CNC(=O)C=1NN=C(C1)OCC=1C(=NOC1C)CCCC)(F)F (5-(3-Butyl-5-methyl-isoxazol-4-ylmethoxy)-2H-pyrazole-3-carboxylic acid (2,2,2-trifluoro-ethyl)-amide). The yield is 98.0%. As a reaction SMILES: CO[C:3]([C:5]1[NH:6][N:7]=[C:8]([O:10][CH2:11][C:12]2[C:13]([CH2:18][CH2:19][CH2:20][CH3:21])=[N:14][O:15][C:16]=2[CH3:17])[CH:9]=1)=[O:4].[F:22][C:23]([F:27])([F:26])[CH2:24][NH2:25]>>[F:22][C:23]([F:27])([F:26])[CH2:24][NH:25][C:3]([C:5]1[NH:6][N:7]=[C:8]([O:10][CH2:11][C:12]2[C:13]([CH2:18][CH2:19][CH2:20][CH3:21])=[N:14][O:15][C:16]=2[CH3:17])[CH:9]=1)=[O:4]. Procedure details: As described for example 26d, 5-(3-butyl-5-methyl-isoxazol-4-ylmethoxy)-2H-pyrazole-3-carboxylic acid methyl ester (100 mg, 0.34 mmol) was converted, using 2,2,2-trifluoroethylamine instead of 4-aminotetrahydropyran, to the title compound (120 mg, 98%) which was obtained as a colorless oil. MS: m/e=361.2 [M+H]+. Starting materials: Cl.C1=CC(=C2C=CC=C3C4=CC=CC=C4C1=C23)CNC(CO)(CO)C (2-((3-Fluoranthenylmethyl)amino)-2-methyl-1,3-propanediol hydrochloride), C1=CC(=C2C=CC=C3C4=CC=CC=C4C1=C23)C=O (3-fluoranthenecarbaldehyde), NC(CO)(CO)CC (2-amino-2-ethyl-1,3-propanediol). Product: Cl.C(C)C(CO)(CO)NCC=1C=CC=2C3=CC=CC=C3C3=CC=CC1C23 (2-ethyl-2-((3-fluoranthenylmethyl)amino)-1,3-propanediol hydrochloride). RXN SMILES: [ClH:1].[CH:2]1[C:16]2=[C:17]3[C:9]([C:10]4[C:15]2=[CH:14][CH:13]=[CH:12][CH:11]=4)=[CH:8][CH:7]=[CH:6][C:5]3=[C:4]([CH2:18][NH:19][C:20]([CH3:25])([CH2:23][OH:24])[CH2:21][OH:22])[CH:3]=1.[CH:26]1C2=C3C(C4C2=CC=CC=4)=CC=CC3=C(C=O)C=1.NC(CC)(CO)CO>>[ClH:1].[CH2:25]([C:20]([NH:19][CH2:18][C:4]1[CH:3]=[CH:2][C:16]2[C:15]3[C:10]([C:9]4[C:17]=2[C:5]=1[CH:6]=[CH:7][CH:8]=4)=[CH:11][CH:12]=[CH:13][CH:14]=3)([CH2:21][OH:22])[CH2:23][OH:24])[CH3:26] |f:0.1,4.5|. Procedure: Using the reductive amination procedure described in 1D, 3-fluoranthenecarbaldehyde (1A) and 2-amino-2-ethyl-1,3-propanediol (Aldrich) gave 2-ethyl-2-((3-fluoranthenylmethyl)amino)-1,3-propanediol hydrochloride mp 250°-252° (dec), (CH3OH/Et2O), (C, H, Cl, N). Starting materials: BrC=1C=CC2=C(C=C(CCS2(=O)=O)C(=O)OC)C1 (methyl 7-bromo-1,1-dioxo-2,3-dihydro-1-benzothiepine-4-carboxylate), B(OC=1SC(=CC1)C)([O-])[O-] (5-methyl-2-thienyl borate), C([O-])([O-])=O.[K+].[K+] (potassium carbonate). Reagents/catalysts: C=1C=CC(=CC1)[P](C=2C=CC=CC2)(C=3C=CC=CC3)[Pd]([P](C=4C=CC=CC4)(C=5C=CC=CC5)C=6C=CC=CC6)([P](C=7C=CC=CC7)(C=8C=CC=CC8)C=9C=CC=CC9)[P](C=1C=CC=CC1)(C=1C=CC=CC1)C=1C=CC=CC1 (tetrakistriphenylphosphinepalladium). Solvent: C1(=CC=CC=C1)C.C(C)O.O (toluene ethanol water). Reaction conditions: time 30 minute. Yields the product CC1=CC=C(S1)C=1C=CC2=C(C=C(CCS2(=O)=O)C(=O)OC)C1 (methyl 7-(5-methyl-2-thienyl)-1,1-dioxo-2,3-dihydro-1-benzothiepine-4-carboxylate). The yield is 22.9%. RXN SMILES: Br[C:2]1[CH:3]=[CH:4][C:5]2[S:11](=[O:13])(=[O:12])[CH2:10][CH2:9][C:8]([C:14]([O:16][CH3:17])=[O:15])=[CH:7][C:6]=2[CH:18]=1.B([O-])([O-])O[C:21]1[S:22][C:23]([CH3:26])=[CH:24][CH:25]=1.C(=O)([O-])[O-].[K+].[K+]>C1(C)C=CC=CC=1.C(O)C.O.C1C=CC([P]([Pd]([P](C2C=CC=CC=2)(C2C=CC=CC=2)C2C=CC=CC=2)([P](C2C=CC=CC=2)(C2C=CC=CC=2)C2C=CC=CC=2)[P](C2C=CC=CC=2)(C2C=CC=CC=2)C2C=CC=CC=2)(C2C=CC=CC=2)C2C=CC=CC=2)=CC=1>[CH3:26][C:23]1[S:22][C:21]([C:2]2[CH:3]=[CH:4][C:5]3[S:11](=[O:13])(=[O:12])[CH2:10][CH2:9][C:8]([C:14]([O:16][CH3:17])=[O:15])=[CH:7][C:6]=3[CH:18]=2)=[CH:25][CH:24]=1 |f:2.3.4,5.6.7,^1:49,51,70,89|. Procedure: In toluene/ethanol/water (10/1/1.2 ml) was dissolved methyl 7-bromo-1,1-dioxo-2,3-dihydro-1-benzothiepine-4-carboxylate (870 mg), and to the solution were added 5-methyl-2-thienyl borate (530 mg) and potassium carbonate (1.02 g). The mixture was stirred at room temperature for 30 minutes, and to the mixture was added tetrakistriphenylphosphinepalladium (152 mg). The mixture was stirred at 100° C. for 16 hours, cooled to room temperature, extracted with ethyl acetate, washed with saturated brine ... The reactants are C(C)OC(CC=1C=NC=CC1)=O (ethyl-3-pyridylacetate), N (ammonia). Reaction SMILES: C([O:3][C:4](=O)[CH2:5][C:6]1[CH:7]=[N:8][CH:9]=[CH:10][CH:11]=1)C.[NH3:13]>>[NH2:13][C:4]([CH2:5][C:6]1[CH:7]=[N:8][CH:9]=[CH:10][CH:11]=1)=[O:3]. Procedure details: 16.8 g of ethyl-3-pyridylacetate and 1 l of methanolic ammonia solution are shaken in a pressure vessel at 100° C. for 40 hours. After cooling and concentration, the precipitate is triturated with ether and filtered off with suction. 12.7 g of the 3-(aminocarbonylmethyl)pyridine obtained in this way are hydrogenated with 250 ml of ethanol and 3 g of rhodium/platinum catalyst at 50° C. under a pressure of 3 bar of hydrogen for 2 hours. After cooling, filtration and concentration, the precipitate ... The product is NC(=O)CC=1C=NC=CC1 (3-(aminocarbonylmethyl)pyridine). Starting materials: [BH4-], C#CC(O)c1ccc(N2CCN(C)CC2)cc1, CC(=O)O, ClCCl, [Na+], O=C(O)C(F)(F)F. Yields the product C#CCc1ccc(N2CCN(C)CC2)cc1. As a reaction SMILES: [BH4-:12].[CH3:14][N:15]1[CH2:16][CH2:17][N:18]([c:21]2[cH:22][cH:23][c:24]([CH:27]([C:28]#[CH:29])[OH:30])[cH:25][cH:26]2)[CH2:19][CH2:20]1.[CH3:1][C:2](=[O:3])[OH:4].[Cl:31][CH2:32][Cl:33].[Na+:13].[OH:5][C:6]([C:7]([F:8])([F:9])[F:10])=[O:11]>>[CH3:14][N:15]1[CH2:16][CH2:17][N:18]([c:21]2[cH:22][cH:23][c:24]([CH2:27][C:28]#[CH:29])[cH:25][cH:26]2)[CH2:19][CH2:20]1. Starting materials: C(C)(=O)NC1=CC=C(CC2=NC=3N(C(N(C(C3N2)=O)CC2=C(C=CC=C2)F)=O)CCCC(=O)O)C=C1 (4-[8-(4-acetylamino-benzyl)-1-(2-fluorobenzyl)-2,6-dioxo-1,2,6,7-tetrahydro-purin-3-yl]-butyric acid), S(=O)(Cl)Cl (thionyl chloride), CO (methanol). Run in ClCCl.O1CCCC1 (dichloromethane tetrahydrofuran). The product is COC(CCCN1C(N(C(C=2NC(=NC12)CC1=CC=C(C=C1)NC(C)=O)=O)CC1=C(C=CC=C1)F)=O)=O (4-[8-(4-Acetylamino-benzyl)-1-(2-fluorobenzyl)-2,6-dioxo-1,2,6,7-tetrahydro-purin-3-yl]-butyric acid methyl ester). Reaction SMILES: [C:1]([NH:4][C:5]1[CH:36]=[CH:35][C:8]([CH2:9][C:10]2[NH:18][C:17]3[C:16](=[O:19])[N:15]([CH2:20][C:21]4[CH:26]=[CH:25][CH:24]=[CH:23][C:22]=4[F:27])[C:14](=[O:28])[N:13]([CH2:29][CH2:30][CH2:31][C:32]([OH:34])=[O:33])[C:12]=3[N:11]=2)=[CH:7][CH:6]=1)(=[O:3])[CH3:2].S(Cl)(Cl)=O.[CH3:41]O>ClCCl.O1CCCC1>[CH3:41][O:33][C:32](=[O:34])[CH2:31][CH2:30][CH2:29][N:13]1[C:12]2[N:11]=[C:10]([CH2:9][C:8]3[CH:35]=[CH:36][C:5]([NH:4][C:1](=[O:3])[CH3:2])=[CH:6][CH:7]=3)[NH:18][C:17]=2[C:16](=[O:19])[N:15]([CH2:20][C:21]2[CH:26]=[CH:25][CH:24]=[CH:23][C:22]=2[F:27])[C:14]1=[O:28] |f:3.4|. Procedure details: Prepared by reaction of 4-[8-(4-acetylamino-benzyl)-1-(2-fluorobenzyl)-2,6-dioxo-1,2,6,7-tetrahydro-purin-3-yl]-butyric acid with thionyl chloride in dichloromethane/tetrahydrofuran at room temperature and then reaction with excess methanol. Crystallization from methanol gave the product as a colorless solid. MS, m/z(M+H)=508.1986. The reactants are C=CCCCCCC=CC (1,8-decadiene), C=CCCCCCCC=C (1,9-decadiene). The product is C=CCCCCCC=C (1,8-nonadiene). As a reaction SMILES: [CH2:1]=[CH:2][CH2:3][CH2:4][CH2:5][CH2:6][CH2:7][CH:8]=[CH:9]C.C=CCCCCCCC=C>>[CH2:1]=[CH:2][CH2:3][CH2:4][CH2:5][CH2:6][CH2:7][CH:8]=[CH2:9]. Reported procedure: 1,8-decadiene; 1,9-decadiene;